Dataset: the Open Reaction Database (ORD), a public repository of structured organic reaction records. Task: describe an organic reaction: reactants, conditions, products, and yield RXN SMILES: [Cl:1][C:2]1[CH:3]=[C:4](I)[CH:5]=[C:6]([Cl:8])[CH:7]=1.C1(P(C2C=CC=CC=2)C2C=CC=CC=2)C=CC=CC=1.[CH2:29]([OH:32])[C:30]#[CH:31].C(N(C(C)C)CC)(C)C>[Cl-].[Na+].O.[Cu]I.C1C=CC(/C=C/C(/C=C/C2C=CC=CC=2)=O)=CC=1.C1C=CC(/C=C/C(/C=C/C2C=CC=CC=2)=O)=CC=1.C1C=CC(/C=C/C(/C=C/C2C=CC=CC=2)=O)=CC=1.C(Cl)(Cl)Cl.[Pd].[Pd].O1CCCC1>[Cl:1][C:2]1[CH:3]=[C:4]([C:31]#[C:30][CH2:29][OH:32])[CH:5]=[C:6]([Cl:8])[CH:7]=1 |f:4.5.6,8.9.10.11.12.13|. Reported procedure: A mixture of 3,5-dichloroiodobenzene (2.50 g), copper(I) iodide (34.9 mg), triphenylphosphine (120 mg), tris(dibenzylideneacetone)dipalladium(0) chloroform adduct (189 mg), propargyl alcohol (0.596 ml), diisopropylethylamine (6.38 ml) and tetrahydrofuran (50 ml) was stirred at room temperature for 4 hr. The reaction mixture was added to brine, and the mixture was extracted with ethyl acetate, washed with saturated brine, and dried over anhydrous magnesium sulfate. The solvent was evaporated unde... Reagents/catalysts: [Cu]I (copper(I) iodide), C1=CC=C(C=C1)/C=C/C(=O)/C=C/C2=CC=CC=C2.C1=CC=C(C=C1)/C=C/C(=O)/C=C/C2=CC=CC=C2.C1=CC=C(C=C1)/C=C/C(=O)/C=C/C2=CC=CC=C2.C(Cl)(Cl)Cl.[Pd].[Pd] (tris(dibenzylideneacetone)dipalladium(0) chloroform adduct). Starting materials: ClC=1C=C(C=C(C1)Cl)I (3,5-dichloroiodobenzene), C1(=CC=CC=C1)P(C1=CC=CC=C1)C1=CC=CC=C1 (triphenylphosphine), C(C#C)O (propargyl alcohol), C(C)(C)N(CC)C(C)C (diisopropylethylamine). The solvent is [Cl-].[Na+].O (brine), O1CCCC1 (tetrahydrofuran). Reaction conditions: time 4 hour. Yields the product ClC=1C=C(C=C(C1)Cl)C#CCO (3-(3,5-dichlorophenyl)-2-propyne-1-ol).